This data is from the Open Reaction Database (ORD), a public repository of structured organic reaction records. The task is: describe an organic reaction: reactants, conditions, products, and yield Reactants: NC=1C=C2C=CN(C2=CC1)C1CCN(CC1)C(=O)OC(C)(C)C (tert-Butyl 4-(5-amino-1H-indol-1-yl)piperidine-1-carboxylate), FC(C(=O)O)(F)F (trifluoroacetic acid). Solvent: O1CCCC1 (tetrahydrofuran). Product: N1CCC(CC1)N1C=CC2=CC(=CC=C12)N (1-(Piperidin-4-yl)-1H-indol-5-amine). Yield: 38.6%. RXN SMILES: [NH2:1][C:2]1[CH:3]=[C:4]2[C:8](=[CH:9][CH:10]=1)[N:7]([CH:11]1[CH2:16][CH2:15][N:14](C(OC(C)(C)C)=O)[CH2:13][CH2:12]1)[CH:6]=[CH:5]2.FC(F)(F)C(O)=O>O1CCCC1>[NH:14]1[CH2:15][CH2:16][CH:11]([N:7]2[C:8]3[C:4](=[CH:3][C:2]([NH2:1])=[CH:10][CH:9]=3)[CH:5]=[CH:6]2)[CH2:12][CH2:13]1. Procedure details: tert-Butyl 4-(5-amino-1H-indol-1-yl)piperidine-1-carboxylate (7.95 mmol, 2.506 g) was stirred in tetrahydrofuran (10 mL)/trifluoroacetic acid (10 mL) at room temperature for 1 hour. The solvent was removed at reduced pressure. The resulting residue was passed down an SCX column to afford the title compound (660 mg). The reactants are C1(CCCCC1)C=1C=2C=CC(=CC2N2C1C=1C=CC=CC1CC2)C(=O)OC (methyl 12-cyclohexyl-5,6-dihydroindolo[2,1-a]isoquinoline-9-carboxylate), [OH-].[Na+] (sodium hydroxide), Cl (hydrochloric acid). Solvent: O1CCCC1 (tetrahydrofuran), CO (methanol). Conditions: time 15 hour. Yields the product C1(CCCCC1)C=1C=2C=CC(=CC2N2C1C=1C=CC=CC1CC2)C(=O)O (12-cyclohexyl-5,6-dihydroindolo[2,1-a]isoquinoline-9-carboxylic acid). Yield: 92.8%. Reaction SMILES: [CH:1]1([C:7]2[C:8]3[CH:9]=[CH:10][C:11]([C:24]([O:26]C)=[O:25])=[CH:12][C:13]=3[N:14]3[CH2:23][CH2:22][C:21]4[CH:20]=[CH:19][CH:18]=[CH:17][C:16]=4[C:15]=23)[CH2:6][CH2:5][CH2:4][CH2:3][CH2:2]1.[OH-].[Na+].Cl>O1CCCC1.CO>[CH:1]1([C:7]2[C:8]3[CH:9]=[CH:10][C:11]([C:24]([OH:26])=[O:25])=[CH:12][C:13]=3[N:14]3[CH2:23][CH2:22][C:21]4[CH:20]=[CH:19][CH:18]=[CH:17][C:16]=4[C:15]=23)[CH2:2][CH2:3][CH2:4][CH2:5][CH2:6]1 |f:1.2|. Procedure: To a solution of methyl 12-cyclohexyl-5,6-dihydroindolo[2,1-a]isoquinoline-9-carboxylate (337 mg, 0.93 mmol) in tetrahydrofuran (3 ml) and methanol (3 ml) was added 4N aqueous sodium hydroxide solution (3.0 ml), and the mixture was stirred at room temperature for 15 hr. The reaction mixture was acidified with 2N hydrochloric acid. The precipitated solid was collected by filtration and dried in vacuo to give 12-cyclohexyl-5,6-dihydroindolo[2,1-a]isoquinoline-9-carboxylic acid (298 mg, yield 92.3%... The reactants are C(C)N1C(CC2=CC(=CC=C12)OCC=C)=O (1-ethyl-5-allyloxyoxindole), C(C)N(C1=CC=CC=C1)CC (N,N-diethylaniline), ice. The product is C(C)N1C(CC2=C(C(=CC=C12)O)CC=C)=O (1-ethyl-4-allyl-5-hydroxyoxindole). Yield: 12.0%. As a reaction SMILES: [CH2:1]([N:3]1[C:11]2[C:6](=[CH:7][C:8]([O:12]CC=C)=[CH:9][CH:10]=2)[CH2:5][C:4]1=[O:16])[CH3:2].C(N(CC)[C:20]1[CH:25]=CC=C[CH:21]=1)C>>[CH2:1]([N:3]1[C:11]2[C:6](=[C:7]([CH2:25][CH:20]=[CH2:21])[C:8]([OH:12])=[CH:9][CH:10]=2)[CH2:5][C:4]1=[O:16])[CH3:2]. Procedure: A solution of 1.09 g. (5.02 mmoles) of 1-ethyl-5-allyloxyoxindole in 5 ml. of N,N-diethylaniline was heated at reflux for 1 hour. The cooled reaction was added to ice cold 1N hydrochloric acid and the mixture extracted with methylene chloride. The extract was washed with water (3×), saturated brine solution (1×) and dried over magnesium sulfate. The residue remaining after the solvent was removed was chromatographed on 22 g. of silica gel using 50-100% diethyl ether-hexane as the eluent to give ... Reactants: CC=1N=C(SC1)C=1C(NC(N(C1)CCCN1C[C@]2(C[C@H]2C1)C1=CC=C(C=C1)C(F)(F)F)=O)=O (5-(4-methyl-1,3-thiazol-2-yl)-1-(3-{(1S,5R)-1-[4-(trifluoromethyl)phenyl]-3-azabicyclo[3.1.0]hex-3-yl}propyl)-2,4(1H,3H)-pyrimidinedione), Cl (HYDROCHLORIC ACID). Run in CCOCC (Et2O), C(C)OCC (Diethyl ether). Product: Cl.CC=1N=C(SC1)C=1C(NC(N(C1)CCCN1C[C@]2(C[C@H]2C1)C1=CC=C(C=C1)C(F)(F)F)=O)=O (5-(4-methyl-1,3-thiazol-2-yl)-1-(3-{(1S,5R)-1-[4-(trifluoromethyl)phenyl]-3-azabicyclo[3.1.0]hex-3-yl}propyl)-2,4(1H,3H)-pyrimidinedione hydrochloride). The yield is 97.5%. As a reaction SMILES: [CH3:1][C:2]1[N:3]=[C:4]([C:7]2[C:8](=[O:33])[NH:9][C:10](=[O:32])[N:11]([CH2:13][CH2:14][CH2:15][N:16]3[CH2:21][C@H:20]4[C@:18]([C:22]5[CH:27]=[CH:26][C:25]([C:28]([F:31])([F:30])[F:29])=[CH:24][CH:23]=5)([CH2:19]4)[CH2:17]3)[CH:12]=2)[S:5][CH:6]=1.[ClH:34]>C(OCC)C>[ClH:34].[CH3:1][C:2]1[N:3]=[C:4]([C:7]2[C:8](=[O:33])[NH:9][C:10](=[O:32])[N:11]([CH2:13][CH2:14][CH2:15][N:16]3[CH2:21][C@H:20]4[C@:18]([C:22]5[CH:27]=[CH:26][C:25]([C:28]([F:31])([F:30])[F:29])=[CH:24][CH:23]=5)([CH2:19]4)[CH2:17]3)[CH:12]=2)[S:5][CH:6]=1 |f:3.4|. Reported procedure: 5-(4-methyl-1,3-thiazol-2-yl)-1-(3-{(1S,5R)-1-[4-(trifluoromethyl)phenyl]-3-azabicyclo[3.1.0]hex-3-yl}propyl)-2,4(1H,3H)-pyrimidinedione (E39, 5.8 mg, 0.012 mmol) was suspended in Diethyl ether (1 ml) and treated with 1 M HYDROCHLORIC ACID (0.015 ml, 0.015 mmol) in Et2O. The precipitate formed was triturated with Et2O (3×04 mL) and dried to afford the title compound as a grayish solid (6 mg, 88% yield). Starting materials: C(C)C(N)(C1=C(C=CC=C1)OCC1=CC=CC=C1)CC (α,α-Diethyl-2-(phenylmethoxy)-benzenemethanamine), BrCCCl (1-bromo-2-chloroethane), C1(CC1)NC(C1=CC(=C(C=C1)C)N1C(C(=NC=C1)NC(CC)(C1=C(C=CC=C1)O)CC)=O)=O (N-cyclopropyl-3-[3-[[1-ethyl-1-(2-hydroxyphenyl)propyl]amino]-2-oxo-1(2H)-pyrazinyl]-4-methyl-benzamide), C1(=CC=CC=C1)O (phenol). Product: ClCCOC1=C(C=CC=C1)C(CC)(CC)NC=1C(N(C=CN1)C=1C=C(C(=O)NC2CC2)C=CC1C)=O (3-[3-[[1-[2-(2-Chloroethoxy)phenyl]-1-ethylpropyl]amino]-2-oxo-1(2H)-pyrazinyl]-N-cyclopropyl-4-methyl-benzamide). RXN SMILES: C(C(CC)(C1C=CC=CC=1OCC1C=CC=CC=1)N)C.[CH:21]1([NH:24][C:25](=[O:53])[C:26]2[CH:31]=[CH:30][C:29]([CH3:32])=[C:28]([N:33]3[CH:38]=[CH:37][N:36]=[C:35]([NH:39][C:40]([CH2:50][CH3:51])([C:43]4[CH:48]=[CH:47][CH:46]=[CH:45][C:44]=4[OH:49])[CH2:41][CH3:42])[C:34]3=[O:52])[CH:27]=2)[CH2:23][CH2:22]1.C1(O)C=CC=CC=1.Br[CH2:62][CH2:63][Cl:64]>>[Cl:64][CH2:63][CH2:62][O:49][C:44]1[CH:45]=[CH:46][CH:47]=[CH:48][C:43]=1[C:40]([NH:39][C:35]1[C:34](=[O:52])[N:33]([C:28]2[CH:27]=[C:26]([CH:31]=[CH:30][C:29]=2[CH3:32])[C:25]([NH:24][CH:21]2[CH2:23][CH2:22]2)=[O:53])[CH:38]=[CH:37][N:36]=1)([CH2:41][CH3:42])[CH2:50][CH3:51]. Procedure details: α,α-Diethyl-2-(phenylmethoxy)-benzenemethanamine (Example 266d) was converted to N-cyclopropyl-3-[3-[[1-ethyl-1-(2-hydroxyphenyl)propyl]amino]-2-oxo-1(2H)-pyrazinyl]-4-methyl-benzamide using the method described in Example 134. This phenol was alkylated with 1-bromo-2-chloroethane as described in example 167e to afford the subtitle product. The reactants are N1(CCNCC1)C=O (1-piperazinecarboxaldehyde), BrCCCO (3-bromo-1-propanol), C([O-])([O-])=O.[K+].[K+] (potassium carbonate). The solvent is CO (methanol). The product is OCCCN1CCN(CC1)C=O (4-(3-hydroxypropyl)-1-piperazinecarboxaldehyde). The yield is 11.9%. As a reaction SMILES: [N:1]1([CH:7]=[O:8])[CH2:6][CH2:5][NH:4][CH2:3][CH2:2]1.Br[CH2:10][CH2:11][CH2:12][OH:13].C(=O)([O-])[O-].[K+].[K+]>CO>[OH:13][CH2:12][CH2:11][CH2:10][N:4]1[CH2:5][CH2:6][N:1]([CH:7]=[O:8])[CH2:2][CH2:3]1 |f:2.3.4|. Procedure: A solution of 1-piperazinecarboxaldehyde (25 g, 0.219 mol), 3-bromo-1-propanol (33.5 g, 0.241 mol) and potassium carbonate (38 g, 0.273 mol) in methanol (33 ml) was heated at reflux for 5 hours. After cooling, the solid was filtered, washed with methanol and the filtrate was evaporated. The residue was dissolved in methylene chloride and washed with a small amount of water. The organic layer was washed with brine, dried (MgSO4), filtered and evaporated. The residue was purified by column chromat...